Dataset: the Open Reaction Database (ORD), a public repository of structured organic reaction records. Task: describe an organic reaction: reactants, conditions, products, and yield Starting materials: ClCCl, OCc1cnc(Cl)c(Cl)c1. The product is O=Cc1cnc(Cl)c(Cl)c1. RXN SMILES: [Cl:11][CH2:12][Cl:13].[Cl:1][c:2]1[cH:3][c:4]([CH2:9][OH:10])[cH:5][n:6][c:7]1[Cl:8]>>[Cl:1][c:2]1[cH:3][c:4]([CH:9]=[O:10])[cH:5][n:6][c:7]1[Cl:8]. The reactants are O=C1C(CSC1)C#N (4-oxotetrahydrothiophene-3-carbonitrile), C1(=CC=CC=C1)C1=CC=C(C=N1)C=1C=NNC1N (4-(6-phenylpyridin-3-yl)-1H-pyrazol-5-amine). The solvent is C1(=CC=CC=C1)C (toluene). Reaction conditions: temperature 115 celsius. Yields the product C1(=CC=CC=C1)C1=CC=C(C=N1)C=1C=NN2C1N=C1C(=C2N)CSC1 (3-(6-phenylpyridin-3-yl)-5,7-dihydropyrazolo[1,5-a]thieno[3,4-d]pyrimidin-8-amine). RXN SMILES: O=[C:2]1[CH2:6][S:5][CH2:4][CH:3]1[C:7]#[N:8].[C:9]1([C:15]2[N:20]=[CH:19][C:18]([C:21]3[CH:22]=[N:23][NH:24][C:25]=3[NH2:26])=[CH:17][CH:16]=2)[CH:14]=[CH:13][CH:12]=[CH:11][CH:10]=1>C1(C)C=CC=CC=1>[C:9]1([C:15]2[N:20]=[CH:19][C:18]([C:21]3[CH:22]=[N:23][N:24]4[C:7]([NH2:8])=[C:3]5[CH2:4][S:5][CH2:6][C:2]5=[N:26][C:25]=34)=[CH:17][CH:16]=2)[CH:10]=[CH:11][CH:12]=[CH:13][CH:14]=1. Reported procedure: A mixture of 4-oxotetrahydrothiophene-3-carbonitrile (77.6 mg, 0.61 mmol) and 4-(6-phenylpyridin-3-yl)-1H-pyrazol-5-amine (144 mg, 0.61 mmol) in toluene (10 mL) was heated at 115° C. overnight. Concentration and purification with prep-LC provided 3-(6-phenylpyridin-3-yl)-5,7-dihydropyrazolo[1,5-a]thieno[3,4-d]pyrimidin-8-amine: LCMS tR=1.48 Min (5 min run, UV254mn), Mass calculated for, M+345.1, observed LC/MS m/z 346.1 (M+H). As a reaction SMILES: [OH:1][C:2]1[CH:7]=[CH:6][C:5]([CH2:8][C:9]([OH:11])=O)=[CH:4][CH:3]=1.Cl.[NH2:13][C:14]([NH:16][CH2:17][C:18]1[CH:23]=[CH:22][C:21]([CH2:24][NH:25][C:26](=[O:39])[C@@H:27]([CH2:29][CH2:30][CH2:31][NH:32][C:33]([NH2:38])=[N:34][N+:35]([O-:37])=[O:36])[NH2:28])=[CH:20][CH:19]=1)=[O:15].CN(C(ON1N=NC2C=CC=CC1=2)=[N+](C)C)C.[B-](F)(F)(F)F>>[NH2:13][C:14]([NH:16][CH2:17][C:18]1[CH:19]=[CH:20][C:21]([CH2:24][NH:25][C:26](=[O:39])[C@@H:27]([CH2:29][CH2:30][CH2:31][NH:32][C:33]([NH2:38])=[N:34][N+:35]([O-:37])=[O:36])[NH:28][C:9](=[O:11])[CH2:8][C:5]2[CH:4]=[CH:3][C:2]([OH:1])=[CH:7][CH:6]=2)=[CH:22][CH:23]=1)=[O:15] |f:1.2,3.4|. Yields the product NC(=O)NCC1=CC=C(C=C1)CNC([C@H](NC(CC1=CC=C(C=C1)O)=O)CCCNC(=N[N+](=O)[O-])N)=O ((R)-N-[[4-(Aminocarbonylaminomethyl)phenyl]methyl]-N5 -[amino(nitroimino)methyl]-N2 -[(4-hydroxyphenyl)acetyl]-ornithinamide). Procedure: Prepared analogously to Example 14c) from 4-hydroxybenzene acetic acid, (R)-N-[[4-(aminocarbonylaminomethyl)phenyl]methyl]-N5 -[amino(nitroimino)methyl]-ornithinamidehydrochloride and TBTU in a yield of 90% of theory. Colourless crystals, Mp. 168-170° C. The yield is 90.0%. The reactants are OC1=CC=C(C=C1)CC(=O)O (4-hydroxybenzene acetic acid), Cl.NC(=O)NCC1=CC=C(C=C1)CNC([C@H](N)CCCNC(=N[N+](=O)[O-])N)=O ((R)-N-[[4-(aminocarbonylaminomethyl)phenyl]methyl]-N5 -[amino(nitroimino)methyl]-ornithinamidehydrochloride), CN(C)C(=[N+](C)C)ON1C2=C(C=CC=C2)N=N1.[B-](F)(F)(F)F (TBTU).